From a dataset of the Open Reaction Database (ORD), a public repository of structured organic reaction records. describe an organic reaction: reactants, conditions, products, and yield Reactants: [Al+3], CCOC(=O)c1cc2ccccc2[nH]1, [Cl-], [Cl-], [Cl-], ClCCCl, O=C(Cl)c1cccc2ccccc12. Product: CCOC(=O)c1[nH]c2ccccc2c1C(=O)c1cccc2ccccc12. Reaction SMILES: [Al+3:15].[CH2:18]([CH3:19])[O:20][C:21](=[O:22])[c:23]1[nH:24][c:25]2[cH:26][cH:27][cH:28][cH:29][c:30]2[cH:31]1.[Cl-:14].[Cl-:16].[Cl-:17].[Cl:32][CH2:33][CH2:34][Cl:35].[c:1]1([C:11](=[O:12])[Cl:13])[cH:2][cH:3][cH:4][c:5]2[cH:6][cH:7][cH:8][cH:9][c:10]12>>[c:1]1([C:11](=[O:12])[c:31]2[c:23]([C:21]([O:20][CH2:18][CH3:19])=[O:22])[nH:24][c:25]3[cH:26][cH:27][cH:28][cH:29][c:30]32)[cH:2][cH:3][cH:4][c:5]2[cH:6][cH:7][cH:8][cH:9][c:10]12.